Task: describe an organic reaction: reactants, conditions, products, and yield. Dataset: the Open Reaction Database (ORD), a public repository of structured organic reaction records The reactants are C1[C@H]2[C@@H]1C(C[C@@H]1CC[C@H]3[C@@H]4CC[C@@H]([C@@]4(C)CC[C@@H]3[C@@]21C)OC2OCCCC2)=O (1α,2α-methylene-17β-(tetrahydropyran-2-yloxy)-5α-androstan-3-one), lithium tri-tert-butoxy-alanate. The solvent is C(C)OCC (diethyl ether), O1CCCC1 (tetrahydrofuran). Yields the product C1[C@H]2[C@@H]1C(C[C@@H]1CC[C@H]3[C@@H]4CC[C@@H]([C@@]4(C)CC[C@@H]3[C@@]21C)OC2OCCCC2)O (1α,2α-methylene-17β-(tetrahydropyran-2-yloxy)-5α-androstan-3-ol). Yield: 99.5%. As a reaction SMILES: [CH2:1]1[C@H:3]2[C:4](=[O:28])[CH2:5][C@H:6]3[C@:19]([CH3:20])([C@@H:2]12)[C@@H:18]1[C@H:9]([C@H:10]2[C@@:14]([CH2:16][CH2:17]1)([CH3:15])[C@@H:13]([O:21][CH:22]1[CH2:27][CH2:26][CH2:25][CH2:24][O:23]1)[CH2:12][CH2:11]2)[CH2:8][CH2:7]3>O1CCCC1.C(OCC)C>[CH2:1]1[C@H:3]2[CH:4]([OH:28])[CH2:5][C@H:6]3[C@:19]([CH3:20])([C@@H:2]12)[C@@H:18]1[C@H:9]([C@H:10]2[C@@:14]([CH2:16][CH2:17]1)([CH3:15])[C@@H:13]([O:21][CH:22]1[CH2:27][CH2:26][CH2:25][CH2:24][O:23]1)[CH2:12][CH2:11]2)[CH2:8][CH2:7]3. Reported procedure: 9.0 g of 1α,2α-methylene-17β-(tetrahydropyran-2-yloxy)-5α-androstan-3-one is stirred in 90 ml of tetrahydrofuran with 10 g of lithium tri-tert-butoxy-alanate for 2.5 hours at room temperature. The reaction solution is diluted with diethyl ether, washed with 2N sulfuric acid and water, dried, and evaporated, yielding as a residue 9.0 g of 1α,2α-methylene-17β-(tetrahydropyran-2-yloxy)-5α-androstan-3-ol. Starting materials: COCOC1=C(C=CC=2C(CCC(C12)(C)C)(C)C)B(O)O (1-methoxymethoxy-5,5,8,8-tetramethyl-5,6,7,8-tetrahydro-2-naphthaleneboronic acid), BrC=1C=C(C=CC(=O)O)C=CC1 (3-bromocinnamic acid). Run in CCCCCCC (heptane). The product is COCOC1=C(C=CC=2C(CCC(C12)(C)C)(C)C)C=1C=C(C=CC1)C=CC(=O)O (3-[3-(1-methoxymethoxy-5,5,8,8-tetramethyl-5,6,7,8-tetrahydro-2-naphthyl)phenyl]acrylic acid). Isolated yield 61.2%. Reaction SMILES: [CH3:1][O:2][CH2:3][O:4][C:5]1[C:14]2[C:13]([CH3:16])([CH3:15])[CH2:12][CH2:11][C:10]([CH3:18])([CH3:17])[C:9]=2[CH:8]=[CH:7][C:6]=1B(O)O.Br[C:23]1[CH:24]=[C:25]([CH:31]=[CH:32][CH:33]=1)[CH:26]=[CH:27][C:28]([OH:30])=[O:29]>CCCCCCC>[CH3:1][O:2][CH2:3][O:4][C:5]1[C:14]2[C:13]([CH3:16])([CH3:15])[CH2:12][CH2:11][C:10]([CH3:18])([CH3:17])[C:9]=2[CH:8]=[CH:7][C:6]=1[C:32]1[CH:31]=[C:25]([CH:26]=[CH:27][C:28]([OH:30])=[O:29])[CH:24]=[CH:23][CH:33]=1. Reported procedure: In a manner similar to that of Example 1(c), by reaction of 3.4 g (11.6 mmol) of 1-methoxymethoxy-5,5,8,8-tetramethyl-5,6,7,8-tetrahydro-2-naphthaleneboronic acid with 1.32 g (5.8 mmol) of 3-bromocinnamic acid, trituration in heptane gave 1.4 g (62%) of 3-[3-(1-methoxymethoxy-5,5,8,8-tetramethyl-5,6,7,8-tetrahydro-2-naphthyl)phenyl]acrylic acid in the form of a white powder having a melting point of 188°-9° C.